Dataset: the Open Reaction Database (ORD), a public repository of structured organic reaction records. Task: describe an organic reaction: reactants, conditions, products, and yield Reactants: C(CCC)C1(C(C1)(F)Cl)OCC (2-butyl-1-chloro-2-ethoxy-1-fluorocyclopropane), C([O-])([O-])=O.[K+].[K+] (potassium carbonate), C(C)O (ethanol). Yields the product C(C)OC(C(=C)F)(CCC)OCC (3,3-Diethoxy-2-fluoro-1-hexene). RXN SMILES: [CH2:1]([C:5]1([O:10][CH2:11][CH3:12])[CH2:7][C:6]1(Cl)[F:8])[CH2:2][CH2:3]C.C(=O)([O-])[O-].[K+].[K+].[CH2:19]([OH:21])[CH3:20]>>[CH2:19]([O:21][C:5]([O:10][CH2:11][CH3:12])([CH2:1][CH2:2][CH3:3])[C:6]([F:8])=[CH2:7])[CH3:20] |f:1.2.3|. Procedure details: A stirred solution of 58.4 g. of 2-butyl-1-chloro-2-ethoxy-1-fluorocyclopropane and 166 g. of anhydrous potassium carbonate in 400 ml. of absolute ethanol is heated at reflux for 18 hours. The solution is cooled and the bulk of the ethanol is removed in vacuo. The residue is partitioned with 500 ml. of water and 750 ml. of ether. The ether phase is washed with three 100 ml. portions of brine, dried over potassium carbonate and concentrated in vacuo to provide 54 g. of a pale yellow oil. A 4.45 g... Starting materials: CCOC(=O)CCc1c(OCc2ccc(OCc3nc(-c4ccccc4)oc3C)cc2)ccc2ccccc12, CCO, [Na+], C1CCOC1, [OH-]. The product is Cc1oc(-c2ccccc2)nc1COc1ccc(COc2ccc3ccccc3c2CCC(=O)O)cc1. Reaction SMILES: [CH3:1][c:2]1[c:3]([CH2:13][O:14][c:15]2[cH:16][cH:17][c:18]([CH2:19][O:20][c:21]3[c:22]([CH2:31][CH2:32][C:33](=[O:34])[O:35][CH2:36][CH3:37])[c:23]4[cH:24][cH:25][cH:26][cH:27][c:28]4[cH:29][cH:30]3)[cH:38][cH:39]2)[n:4][c:5](-[c:7]2[cH:8][cH:9][cH:10][cH:11][cH:12]2)[o:6]1.[CH3:47][CH2:48][OH:49].[Na+:46].[O:40]1[CH2:41][CH2:42][CH2:43][CH2:44]1.[OH-:45]>>[CH3:1][c:2]1[c:3]([CH2:13][O:14][c:15]2[cH:16][cH:17][c:18]([CH2:19][O:20][c:21]3[c:22]([CH2:31][CH2:32][C:33](=[O:34])[OH:35])[c:23]4[cH:24][cH:25][cH:26][cH:27][c:28]4[cH:29][cH:30]3)[cH:38][cH:39]2)[n:4][c:5](-[c:7]2[cH:8][cH:9][cH:10][cH:11][cH:12]2)[o:6]1. Run in ClCCl (dichloromethane). As a reaction SMILES: [CH3:1][O:2][C:3]1[CH:8]=[CH:7][C:6]([CH2:9][CH:10]2[CH2:19][CH2:18][C:17]3[NH:16][C:15](=[O:20])[CH2:14][CH2:13][C:12]=3[CH2:11]2)=[CH:5][CH:4]=1.C([SiH](CC)CC)C.FC(F)(F)C(O)=O>ClCCl>[CH3:1][O:2][C:3]1[CH:4]=[CH:5][C:6]([CH2:9][CH:10]2[CH2:19][CH2:18][CH:17]3[CH:12]([CH2:13][CH2:14][C:15](=[O:20])[NH:16]3)[CH2:11]2)=[CH:7][CH:8]=1. The reactants are C(C)[SiH](CC)CC (Triethylsilane), FC(C(=O)O)(F)F (trifluoroacetic acid), COC1=CC=C(C=C1)CC1CC=2CCC(NC2CC1)=O (3,4,5,6,7,8-Hexahydro-6-((4-methoxyphenyl)methyl)quinolin-2[1H]-one). The product is COC1=CC=C(C=C1)CC1CC2CCC(NC2CC1)=O ((±)-(4aRS,6RS,8aRS)-3,4,4a,5,6,7,8,8a-Octahydro-6-((4-methoxyphenyl)methyl)-quinolin-2[1H]-one). Reported procedure: 3,4,5,6,7,8-Hexahydro-6-((4-methoxyphenyl)methyl)quinolin-2[1H]-one (1.5 g) (prepared according to Example 9) was dissolved in dichloromethane (50 ml) and cooled to 0° C. Triethylsilane (0.9 ml and trifluoroacetic acid (5 ml) were added and the mixture was stirred for 2 hours. The reaction mixture was then evaporated under reduced pressure, crystallised by addition of ether and recrystallised from acetonitrile to give the title compound (0.7 g), mp 194°-196° C. The yield is 46.3%. Conditions: temperature 0 celsius, time 2 hour.